Task: describe an organic reaction: reactants, conditions, products, and yield. Dataset: the Open Reaction Database (ORD), a public repository of structured organic reaction records Product: NCC=1C=C(C=CC1S(=O)(=O)C(C)C)NC(OC)=O (methyl 3-(aminomethyl)-4-(isopropylsulfonyl)phenylcarbamate). Starting materials: C(#N)C=1C=C(C=CC1S(=O)(=O)C(C)C)NC(OC)=O (Methyl 3-cyano-4-(isopropylsulfonyl)phenylcarbamate). Solvent: C1CCOC1 (THF). As a reaction SMILES: [C:1]([C:3]1[CH:4]=[C:5]([NH:15][C:16](=[O:19])[O:17][CH3:18])[CH:6]=[CH:7][C:8]=1[S:9]([CH:12]([CH3:14])[CH3:13])(=[O:11])=[O:10])#[N:2]>C1COCC1.[Ni]>[NH2:2][CH2:1][C:3]1[CH:4]=[C:5]([NH:15][C:16](=[O:19])[O:17][CH3:18])[CH:6]=[CH:7][C:8]=1[S:9]([CH:12]([CH3:14])[CH3:13])(=[O:11])=[O:10]. Reagents/catalysts: [Ni] (Ni). Reported procedure: To 15D (230 mg, 0.82 mmol) in THF (15 mL) was added Raney Ni (cat.) and the mixture was hydrogenated at 60 psi for 6 h. The reaction was filtered and concentrated to provide methyl 3-(aminomethyl)-4-(isopropylsulfonyl)phenylcarbamate (227 mg), which was suspended in ether. A solution of 4N HCl in dioxane (0.5 mL) was added and the reaction was concentrated to provide 15E (265 mg, 100%). LC-MS: 287.38 (M+H)+. Reaction conditions: time 6 hour. Yield: 96.7%. Reactants: CN1CCN(CCCO)CC1, N#Cc1ccc(Cl)nc1, [H-], [Na+]. Product: CN1CCN(CCCOc2ccc(C#N)cn2)CC1. As a reaction SMILES: [CH3:1][N:2]1[CH2:3][CH2:4][N:5]([CH2:8][CH2:9][CH2:10][OH:11])[CH2:6][CH2:7]1.[Cl:14][c:15]1[n:16][cH:17][c:18]([C:19]#[N:20])[cH:21][cH:22]1.[H-:12].[Na+:13]>>[CH3:1][N:2]1[CH2:3][CH2:4][N:5]([CH2:8][CH2:9][CH2:10][O:11][c:15]2[n:16][cH:17][c:18]([C:19]#[N:20])[cH:21][cH:22]2)[CH2:6][CH2:7]1. The reactants are C(CCC)[Sn](C#C)(CCCC)CCCC (tri-n-butylethynyltin), O1C(=CC=C1)P(C=1OC=CC1)C=1OC=CC1 (tri(2-furyl)phosphine), C(C)(=O)OCC (ethyl acetate), NC=1SC(=C(N1)C(=O)OCC)I (2-Amino-4-ethoxycarbonyl-5-iodothiazole). The reagents and catalysts are C=1C=CC(=CC1)/C=C/C(=O)/C=C/C2=CC=CC=C2.C=1C=CC(=CC1)/C=C/C(=O)/C=C/C2=CC=CC=C2.C=1C=CC(=CC1)/C=C/C(=O)/C=C/C2=CC=CC=C2.[Pd].[Pd] (tris(dibenzylideneacetone)dipalladium(0)), [Cl-].[Zn+2].[Cl-] (zinc chloride). The solvent is [Cl-].[Na+].O (Brine), CN1C(CCC1)=O (N-methyl-2-pyrrolidinone). Run at time 2.5 hour. Yields the product NC=1SC(=C(N1)C(=O)OCC)C#C (2-amino-4-ethoxycarbonyl-5-ethynylthiazole). As a reaction SMILES: [NH2:1][C:2]1[S:3][C:4](I)=[C:5]([C:7]([O:9][CH2:10][CH3:11])=[O:8])[N:6]=1.[CH2:13]([Sn](CCCC)(CCCC)C#C)[CH2:14]CC.O1C=CC=C1P(C1OC=CC=1)C1OC=CC=1.C(OCC)(=O)C>CN1CCCC1=O.[Cl-].[Na+].O.C1C=CC(/C=C/C(/C=C/C2C=CC=CC=2)=O)=CC=1.C1C=CC(/C=C/C(/C=C/C2C=CC=CC=2)=O)=CC=1.C1C=CC(/C=C/C(/C=C/C2C=CC=CC=2)=O)=CC=1.[Pd].[Pd].[Cl-].[Zn+2].[Cl-]>[NH2:1][C:2]1[S:3][C:4]([C:13]#[CH:14])=[C:5]([C:7]([O:9][CH2:10][CH3:11])=[O:8])[N:6]=1 |f:5.6.7,8.9.10.11.12,13.14.15|. Procedure: 2-Amino-4-ethoxycarbonyl-5-iodothiazole (1.40 g) prepared in step a) in Example 1 was dissolved in 20 ml of N-methyl-2-pyrrolidinone. tri-n-butylethynyltin (1.63 ml), 127 mg of tri(2-furyl)phosphine, 127 mg of tris(dibenzylideneacetone)dipalladium(0), and 1.27 g of zinc chloride were added to the solution under an argon atmosphere, and the mixture was stirred at room temperature for 2.5 hr. Brine and ethyl acetate were added to the reaction solution. The insolubles were removed by filtration thr... Product: FC=1C=C(C=CC1F)C1CCC2=C1NC(=C2)C(=O)OCC (ethyl 6-(3,4-difluorophenyl)-1,4,5,6-tetrahydrocyclopenta[b]pyrrole-2-carboxylate). RXN SMILES: O=[C:2]1[C:6]2[NH:7][C:8]([C:10]([O:12][CH2:13][CH3:14])=[O:11])=[CH:9][C:5]=2[CH2:4][CH2:3]1.[F:15][C:16]1[CH:17]=[C:18]([Mg]Br)[CH:19]=[CH:20][C:21]=1[F:22]>>[F:15][C:16]1[CH:17]=[C:18]([CH:2]2[C:6]3[NH:7][C:8]([C:10]([O:12][CH2:13][CH3:14])=[O:11])=[CH:9][C:5]=3[CH2:4][CH2:3]2)[CH:19]=[CH:20][C:21]=1[F:22]. Reported procedure: The title compound was synthesized in two steps. First, ethyl 6-oxo-1,4,5,6-tetrahydrocyclopenta[b]pyrrole-2-carboxylate was reacted with (3,4-difluorophenyl)magnesium bromide according to General Procedure 3. The resulting product was converted to the title compound by hydrogenation according to General Procedure 6. Reactants: O=C1CCC2=C1NC(=C2)C(=O)OCC (ethyl 6-oxo-1,4,5,6-tetrahydrocyclopenta[b]pyrrole-2-carboxylate), FC=1C=C(C=CC1F)[Mg]Br ((3,4-difluorophenyl)magnesium bromide). Reactants: BrC1=CN(C(C=2N1C=NC2)=O)CC2=CC=C(C=C2)OC (5-bromo-7-(4-methoxybenzyl)imidazo[1,5-a]pyrazin-8(7H)-one), BrC=1C=CC2=C(C(=NO2)N(C(=O)OC(C)(C)C)C(=O)OC(C)(C)C)C1 (di-tert-butyl (5-bromo-1,2-benzoxazol-3-yl)imidodicarbonate). Yields the product COC1=NC=CC=C1C=1C=CC2=C(C(=NO2)N(C(=O)OC(C)(C)C)C(=O)OC(C)(C)C)C1 (di-tert-butyl [5-(2-methoxypyridin-3-yl)-1,2-benzoxazol-3-yl]imidodicarbonate). Yield: 71.0%. Reaction SMILES: BrC1N2C=NC=C2C(=O)[N:4]([CH2:12][C:13]2C=C[C:16]([O:19][CH3:20])=[CH:15][CH:14]=2)C=1.Br[C:22]1[CH:23]=[CH:24][C:25]2[O:29][N:28]=[C:27]([N:30]([C:38]([O:40][C:41]([CH3:44])([CH3:43])[CH3:42])=[O:39])[C:31]([O:33][C:34]([CH3:37])([CH3:36])[CH3:35])=[O:32])[C:26]=2[CH:45]=1>>[CH3:20][O:19][C:16]1[C:15]([C:22]2[CH:23]=[CH:24][C:25]3[O:29][N:28]=[C:27]([N:30]([C:31]([O:33][C:34]([CH3:35])([CH3:36])[CH3:37])=[O:32])[C:38]([O:40][C:41]([CH3:42])([CH3:44])[CH3:43])=[O:39])[C:26]=3[CH:45]=2)=[CH:14][CH:13]=[CH:12][N:4]=1. Procedure: Following the procedure as described in EXAMPLE 4 and making non-critical variations to replace 5-bromo-7-(4-methoxybenzyl)imidazo[1,5-a]pyrazin-8(7H)-one with di-tert-butyl (5-bromo-1,2-benzoxazol-3-yl)imidodicarbonate, di-tert-butyl [5-(2-methoxypyridin-3-yl)-1,2-benzoxazol-3-yl]imidodicarbonate was obtained as a yellow solid in 71% yield (0.471 g): MS (ES+) m/z 441.9 (M+1). Starting materials: CCOC(=O)c1ccc(-c2c(F)c(OC)cc(OC)c2F)c2nccnc12, CC#N, O=S(=O)(Cl)Cl. Product: CCOC(=O)c1ccc(-c2c(F)c(OC)cc(OC)c2Cl)c2nccnc12. Reaction SMILES: [CH2:6]([CH3:7])[O:8][C:9](=[O:10])[c:11]1[c:12]2[n:13][cH:14][cH:15][n:16][c:17]2[c:18](-[c:21]2[c:22]([F:32])[c:23]([O:30][CH3:31])[cH:24][c:25]([O:28][CH3:29])[c:26]2[F:27])[cH:19][cH:20]1.[CH3:33][C:34]#[N:35].[S:1]([Cl:2])(=[O:3])([Cl:4])=[O:5]>>[Cl:4][c:22]1[c:21](-[c:18]2[c:17]3[c:12]([c:11]([C:9]([O:8][CH2:6][CH3:7])=[O:10])[cH:20][cH:19]2)[n:13][cH:14][cH:15][n:16]3)[c:26]([F:27])[c:25]([O:28][CH3:29])[cH:24][c:23]1[O:30][CH3:31]. The reactants are CC(C)(C)OC(=O)N1CCC(O)(c2cccc(Cl)c2F)C1, ClCCl, O=C(O)C(F)(F)F. The product is OC1(c2cccc(Cl)c2F)CCNC1. RXN SMILES: [Cl:1][c:2]1[c:3]([F:21])[c:4]([C:8]2([OH:20])[CH2:9][N:10]([C:13]([O:14][C:15]([CH3:16])([CH3:17])[CH3:18])=[O:19])[CH2:11][CH2:12]2)[cH:5][cH:6][cH:7]1.[Cl:29][CH2:30][Cl:31].[OH:22][C:23]([C:24]([F:25])([F:26])[F:27])=[O:28]>>[Cl:1][c:2]1[c:3]([F:21])[c:4]([C:8]2([OH:20])[CH2:9][NH:10][CH2:11][CH2:12]2)[cH:5][cH:6][cH:7]1.